describe an organic reaction: reactants, conditions, products, and yield From a dataset of the Open Reaction Database (ORD), a public repository of structured organic reaction records. Reactants: NC1=C(C(=O)O)C=CC=C1F (2-amino-3-fluoro-benzoic acid), ClC(C(=O)Cl)C (α-chloropropionyl chloride). Product: ClC(C)C1=NC2=C(C(O1)=O)C=CC=C2F (2-(1-chloroethyl)-8-fluoro-4H-3,1-benzoxazine-4-one). As a reaction SMILES: [NH2:1][C:2]1[C:10]([F:11])=[CH:9][CH:8]=[CH:7][C:3]=1[C:4]([OH:6])=[O:5].[Cl:12][CH:13]([CH3:17])[C:14](Cl)=O>>[Cl:12][CH:13]([C:17]1[O:5][C:4](=[O:6])[C:3]2[CH:7]=[CH:8][CH:9]=[C:10]([F:11])[C:2]=2[N:1]=1)[CH3:14]. Reported procedure: A mixture of 9.3 g of 2-amino-3-fluoro-benzoic acid and 18,6 ml of α-chloropropionyl chloride was refluxed for 3 hours and excess acid chloride was distilled off. The residue was concentrated under reduced pressure at 70° C. for 2 hours to obtain 2-(1-chloroethyl)-8-fluoro-4H-3,1-benzoxazine-4-one which was used as is for the next step. Reactants: C#CCCO, CCNCC, Cn1cc(C(=O)NCc2ccc(Cl)cc2)c(=O)c2cc(CC3CCOCC3)cc(I)c21, ClCCl, I[Cu]I, Cl[Pd]Cl, c1ccc(P(c2ccccc2)c2ccccc2)cc1, c1ccc(P(c2ccccc2)c2ccccc2)cc1. Product: Cn1cc(C(=O)NCc2ccc(Cl)cc2)c(=O)c2cc(CC3CCOCC3)cc(C#CCCO)c21. As a reaction SMILES: [CH2:32]([CH2:33][C:34]#[CH:35])[OH:36].[CH2:37]([NH:38][CH2:39][CH3:40])[CH3:41].[Cl:1][c:2]1[cH:3][cH:4][c:5]([CH2:6][NH:7][C:8](=[O:9])[c:10]2[cH:11][n:12]([CH3:29])[c:13]3[c:14]([I:28])[cH:15][c:16]([CH2:21][CH:22]4[CH2:23][CH2:24][O:25][CH2:26][CH2:27]4)[cH:17][c:18]3[c:19]2=[O:20])[cH:30][cH:31]1.[Cl:42][CH2:43][Cl:44].[Cu:45]([I:46])[I:47].[Pd:48]([Cl:49])[Cl:50].[c:51]1([P:52]([c:53]2[cH:54][cH:55][cH:56][cH:57][cH:58]2)[c:59]2[cH:60][cH:61][cH:62][cH:63][cH:64]2)[cH:65][cH:66][cH:67][cH:68][cH:69]1.[c:70]1([P:71]([c:72]2[cH:73][cH:74][cH:75][cH:76][cH:77]2)[c:78]2[cH:79][cH:80][cH:81][cH:82][cH:83]2)[cH:84][cH:85][cH:86][cH:87][cH:88]1>>[Cl:1][c:2]1[cH:3][cH:4][c:5]([CH2:6][NH:7][C:8](=[O:9])[c:10]2[cH:11][n:12]([CH3:29])[c:13]3[c:14]([C:35]#[C:34][CH2:33][CH2:32][OH:36])[cH:15][c:16]([CH2:21][CH:22]4[CH2:23][CH2:24][O:25][CH2:26][CH2:27]4)[cH:17][c:18]3[c:19]2=[O:20])[cH:30][cH:31]1. The reactants are COC1=C(C(N)=NO)C(=CC(=C1)OC)OC (2,4,6-trimethoxybenzamidoxime). Reagents/catalysts: [Ni] (Raney nickel). The solvent is CO.ClCCl.C(C)(=O)O (methanol dichloromethane acetic acid). Run at time 2 hour. Yields the product COC1=C(C(=N)N)C(=CC(=C1)OC)OC (2,4,6-Trimethoxybenzamidine). Reaction SMILES: [CH3:1][O:2][C:3]1[CH:12]=[C:11]([O:13][CH3:14])[CH:10]=[C:9]([O:15][CH3:16])[C:4]=1[C:5](=[N:7]O)[NH2:6]>CO.ClCCl.C(O)(=O)C.[Ni]>[CH3:16][O:15][C:9]1[CH:10]=[C:11]([O:13][CH3:14])[CH:12]=[C:3]([O:2][CH3:1])[C:4]=1[C:5]([NH2:7])=[NH:6] |f:1.2.3|. Procedure: 3.4 g of 2,4,6-trimethoxybenzamidoxime are dissolved in 120 ml of a methanol/dichloromethane/acetic acid mixture (2/2/1; (v/v/v)) in an autoclave and hydrogenation is carried out at a pressure of 2×106Pa in the presence of 1 g of Raney nickel. After hydrogenation for 2 hours, the catalyst is separated out and the mixture is concentrated to dryness. Reactants: CC(=O)O (AcOH), C(C)(=O)O[BH-](OC(C)=O)OC(C)=O.[Na+] (sodium triacetoxyborohydride), FC=1C=C(C(=C(C1)C1=NN=C(S1)C=1C=CC(=C(C#N)C1)CC(C)C)OC)CC=O (5-{5-[5-fluoro-2-(methyloxy)-3-(2-oxoethyl)phenyl]-1,3,4-thiadiazol-2-yl}-2-(2-methylpropyl)benzonitrile), N1CC(C1)C(=O)O (3-azetidinecarboxylic acid). Solvent: ClCCl (dichloromethane), O (Water). Reaction conditions: time 10 minute. The product is C(#N)C=1C=C(C=CC1CC(C)C)C1=NN=C(S1)C=1C(=C(C=C(C1)F)CCN1CC(C1)C(=O)O)OC (1-{2-[3-{5-[3-cyano-4-(2-methylpropyl)phenyl]-1,3,4-thiadiazol-2-yl}-5-fluoro-2-(methyloxy)phenyl]ethyl}-3-azetidinecarboxylic acid). Yield: 21.0%. Reaction SMILES: [F:1][C:2]1[CH:3]=[C:4]([CH2:27][CH:28]=O)[C:5]([O:25][CH3:26])=[C:6]([C:8]2[S:12][C:11]([C:13]3[CH:14]=[CH:15][C:16]([CH2:21][CH:22]([CH3:24])[CH3:23])=[C:17]([CH:20]=3)[C:18]#[N:19])=[N:10][N:9]=2)[CH:7]=1.[NH:30]1[CH2:33][CH:32]([C:34]([OH:36])=[O:35])[CH2:31]1.CC(O)=O.C(O[BH-](OC(=O)C)OC(=O)C)(=O)C.[Na+]>ClCCl.O>[C:18]([C:17]1[CH:20]=[C:13]([C:11]2[S:12][C:8]([C:6]3[C:5]([O:25][CH3:26])=[C:4]([CH2:27][CH2:28][N:30]4[CH2:33][CH:32]([C:34]([OH:36])=[O:35])[CH2:31]4)[CH:3]=[C:2]([F:1])[CH:7]=3)=[N:9][N:10]=2)[CH:14]=[CH:15][C:16]=1[CH2:21][CH:22]([CH3:23])[CH3:24])#[N:19] |f:3.4|. Procedure details: To a solution of 5-{5-[5-fluoro-2-(methyloxy)-3-(2-oxoethyl)phenyl]-1,3,4-thiadiazol-2-yl}-2-(2-methylpropyl)benzonitrile (D37) (75 mg) and 3-azetidinecarboxylic acid (37 mg) in dichloromethane (DCM) (15 mL) stirred at room temperature was added AcOH (0.15 mL). The reaction mixture was stirred at room temperature for 10 min. Then sodium triacetoxyborohydride (58.2 mg) was added. Stirring continued for overnight. Water was added to quench the reaction, and DCM was removed by evaporation. The mixt... Starting materials: COC1=CC=C(CN2C(N(C3=NC(=NC=C3C2)S(=O)(=O)C)C)=O)C=C1 (3-(4-methoxybenzyl)-7-methanesulfonyl-3,4-dihydro-1-methylpyrimido[4,5-d]pyrimidin-2(1H)-one), C(C)N(CCOC1=CC=C(N)C=C1)CC (4-[2-(diethylamino)ethoxy]aniline). Solvent: ClCCl.CO.C(C)(=O)O.O (dichloromethane methanol acetic acid water). Run at temperature 180 celsius. Product: C(C)N(CCOC1=CC=C(NC2=NC=C3C(=N2)N(C(N(C3)CC3=CC=C(C=C3)OC)=O)C)C=C1)CC (7-[4-[2-(diethylamino)ethoxy]anilino]-3,4-dihydro-3-(4-methoxybenzyl)-1-methylpyrimido[4,5-d]pyrimidin-2(1H)-one). Yield: 7.4%. RXN SMILES: [CH3:1][O:2][C:3]1[CH:25]=[CH:24][C:6]([CH2:7][N:8]2[CH2:17][C:16]3[C:11](=[N:12][C:13](S(C)(=O)=O)=[N:14][CH:15]=3)[N:10]([CH3:22])[C:9]2=[O:23])=[CH:5][CH:4]=1.[CH2:26]([N:28]([CH2:39][CH3:40])[CH2:29][CH2:30][O:31][C:32]1[CH:38]=[CH:37][C:35]([NH2:36])=[CH:34][CH:33]=1)[CH3:27]>ClCCl.CO.C(O)(=O)C.O>[CH2:39]([N:28]([CH2:26][CH3:27])[CH2:29][CH2:30][O:31][C:32]1[CH:33]=[CH:34][C:35]([NH:36][C:13]2[N:12]=[C:11]3[N:10]([CH3:22])[C:9](=[O:23])[N:8]([CH2:7][C:6]4[CH:24]=[CH:25][C:3]([O:2][CH3:1])=[CH:4][CH:5]=4)[CH2:17][C:16]3=[CH:15][N:14]=2)=[CH:37][CH:38]=1)[CH3:40] |f:2.3.4.5|. Procedure: A mixture of 200 mg (0.55 mmol) of 3-(4-methoxybenzyl)-7-methanesulfonyl-3,4-dihydro-1-methylpyrimido[4,5-d]pyrimidin-2(1H)-one and 300 mg (1.4 mmol) of 4-[2-(diethylamino)ethoxy]aniline was heated at 180° C. for 20 minutes and then cooled. The residue was subjected to column chromatography on silica gel using dichloromethane/methanol/acetic acid/water (240:24:3:2) for the elution. Product-containing fractions were combined, evaporated and the residue was evaporated with toluene. The residue was... Reactants: ClCCl, COC(Cl)Cl, COc1ccc(C)cc1, [Cl-], [Cl-], [Cl-], [Cl-], O, [Ti+4]. The product is COc1ccc(C)cc1C=O. As a reaction SMILES: [CH2:10]([Cl:11])[Cl:12].[CH3:13][O:14][CH:15]([Cl:16])[Cl:17].[CH3:1][c:2]1[cH:3][cH:4][c:5]([O:8][CH3:9])[cH:6][cH:7]1.[Cl-:18].[Cl-:19].[Cl-:20].[Cl-:21].[OH2:23].[Ti+4:22]>>[CH3:1][c:2]1[cH:3][c:4]([CH:13]=[O:14])[c:5]([O:8][CH3:9])[cH:6][cH:7]1. Reactants: resultant solution, C(CCCCCCCCCCC)OS(=O)(=O)C1=CC=CC=C1.[Na] (sodium dodecylbenzenesulfonate), resultant mixture, C(CCCCCCCCCCC)OS(=O)(=O)C1=CC=CC=C1.[Na] (sodium dodecylbenzenesulfonate), O.O.O.O.S(=O)(=O)([O-])[O-].[Mn+2] (manganese (II) sulfate tetrahydrate), O.O.O.O.S(=O)(=O)([O-])[O-].[Mn+2] (manganese (II) sulfate tetrahydrate), resultant mixture. The solvent is O (water), O (water), O (water). Yields the product C(CCCCCCCCCCC)OS(=O)(=O)C1=CC=CC=C1.[Mn+2] (manganese (II) dodecylbenzenesulfonate). RXN SMILES: O.O.O.O.S([O-])([O-])(=O)=O.[Mn+2:10].[CH2:11]([O:23][S:24]([C:27]1[CH:32]=[CH:31][CH:30]=[CH:29][CH:28]=1)(=[O:26])=[O:25])[CH2:12][CH2:13][CH2:14][CH2:15][CH2:16][CH2:17][CH2:18][CH2:19][CH2:20][CH2:21][CH3:22].[Na]>O>[CH2:11]([O:23][S:24]([C:27]1[CH:32]=[CH:31][CH:30]=[CH:29][CH:28]=1)(=[O:26])=[O:25])[CH2:12][CH2:13][CH2:14][CH2:15][CH2:16][CH2:17][CH2:18][CH2:19][CH2:20][CH2:21][CH3:22].[Mn+2:10] |f:0.1.2.3.4.5,6.7,9.10,^1:32|. Procedure: Into a 200 ml beaker, 1.7 g of manganese (II) sulfate tetrahydrate and 30 ml of water were charged and the resultant mixture was heated to 85° C. and stirred until manganese (II) sulfate tetrahydrate was dissolved. Then, to the resultant solution, 7.0 g of sodium dodecylbenzenesulfonate and 100 ml of water were added and the resultant mixture was heated at 85° C. for 10 minutes to dissolve sodium dodecylbenzenesulfonate. The sample in the 200 ml beaker was transferred into a 300 ml beaker and in...